From a dataset of the Open Reaction Database (ORD), a public repository of structured organic reaction records. describe an organic reaction: reactants, conditions, products, and yield Starting materials: CN1CCOCC1, CC(C)=O, O=C(Cl)CCl, Cl, Cc1ccc(C(=O)NC2CC2)cc1N. The product is Cc1ccc(C(=O)NC2CC2)cc1NC(=O)CCl. RXN SMILES: [CH3:16][N:17]1[CH2:18][CH2:19][O:20][CH2:21][CH2:22]1.[CH3:28][C:29](=[O:30])[CH3:31].[Cl:23][CH2:24][C:25](=[O:26])[Cl:27].[ClH:1].[NH2:2][c:3]1[cH:4][c:5]([C:6](=[O:7])[NH:8][CH:9]2[CH2:10][CH2:11]2)[cH:12][cH:13][c:14]1[CH3:15]>>[NH:2]([c:3]1[cH:4][c:5]([C:6](=[O:7])[NH:8][CH:9]2[CH2:10][CH2:11]2)[cH:12][cH:13][c:14]1[CH3:15])[C:25]([CH2:24][Cl:23])=[O:26]. Reactants: N1(C=CC2=CC=CC=C12)CO (indole-1-methanol), N1C=NC=C1 (imidazole), ClCCl (dichloromethane), O (H2O), [Si](C)(C)(C(C)(C)C)Cl (tert-butyldimethylsilyl chloride). Run at time 17 hour. The product is C(C)(C)(C)[SiH2]OC(C=1C=C2C=CNC2=CC1)(C)C (5-(tert-Butyl-dimethyl-silanyloxymethyl)-1H-indole). Yield: 91.0%. As a reaction SMILES: [N:1]1(CO)[C:9]2[C:4](=[CH:5][CH:6]=[CH:7][CH:8]=2)[CH:3]=[CH:2]1.N1[CH:16]=[CH:15]N=C1.[Si:17](Cl)([C:20]([CH3:23])([CH3:22])[CH3:21])(C)C.[OH2:25].Cl[CH2:27]Cl>>[C:20]([SiH2:17][O:25][C:15]([CH3:16])([CH3:27])[C:6]1[CH:5]=[C:4]2[C:9](=[CH:8][CH:7]=1)[NH:1][CH:2]=[CH:3]2)([CH3:23])([CH3:22])[CH3:21]. Reported procedure: To a solution of indole-1-methanol (Combi-Blocks, 1.0 g, 6.8 mmol) in 50 mL of dichloromethane was added imidazole (0.56 g, 8.2 mmol) followed by tert-butyldimethylsilyl chloride (1.1 g, 7.0 mmol). The mixture was stirred at ambient temperature for 17 hours then 10 mL H2O was added and the layers were separated. The aqueous layer was extracted 3×5 mL of dichloromethane and the combined organic extracts were dried over anhydrous Na2SO4, filtered, concentrated under reduced pressure and purified v... The reactants are COc1ccc(C(=NO)c2ccc(OC)cc2)cc1, CC(=O)[O-], CCOC(C)=O, CCO, N, [NH4+], [Zn]. The product is COc1ccc(C(N)c2ccc(OC)cc2)cc1. Reaction SMILES: [CH3:1][O:2][c:3]1[cH:4][cH:5][c:6]([C:9](=[N:10][OH:11])[c:12]2[cH:13][cH:14][c:15]([O:18][CH3:19])[cH:16][cH:17]2)[cH:7][cH:8]1.[CH3:21][C:22](=[O:23])[O-:24].[CH3:25][CH2:26][O:27][C:28](=[O:29])[CH3:30].[CH3:32][CH2:33][OH:34].[NH3:31].[NH4+:20].[Zn:35]>>[CH3:1][O:2][c:3]1[cH:4][cH:5][c:6]([CH:9]([NH2:10])[c:12]2[cH:13][cH:14][c:15]([O:18][CH3:19])[cH:16][cH:17]2)[cH:7][cH:8]1.